This data is from the Open Reaction Database (ORD), a public repository of structured organic reaction records. The task is: describe an organic reaction: reactants, conditions, products, and yield The reactants are BrC=1C=C(C=NC1)C1=CC(=NC(=C1)C(C)(C)NC(C)=O)C1=NC=CC=C1 (N-[1-(5″-Bromo-[2,2′;4′,3″]terpyridin-6′-yl)-1-methyl-ethyl]-acetamide), Cl (HCl), [OH-].[Na+] (sodium hydroxide). Run in C(Cl)Cl (DCM). The product is BrC=1C=C(C=NC1)C1=CC(=NC(=C1)C(C)(C)N)C1=NC=CC=C1 (1-(5″-Bromo-[2,2′;4′,3″]terpyridin-6′-yl)-1-methyl-ethylamine). As a reaction SMILES: [Br:1][C:2]1[CH:3]=[C:4]([C:8]2[CH:13]=[C:12]([C:14]([NH:17]C(=O)C)([CH3:16])[CH3:15])[N:11]=[C:10]([C:21]3[CH:26]=[CH:25][CH:24]=[CH:23][N:22]=3)[CH:9]=2)[CH:5]=[N:6][CH:7]=1.Cl.[OH-].[Na+]>C(Cl)Cl>[Br:1][C:2]1[CH:3]=[C:4]([C:8]2[CH:13]=[C:12]([C:14]([NH2:17])([CH3:15])[CH3:16])[N:11]=[C:10]([C:21]3[CH:26]=[CH:25][CH:24]=[CH:23][N:22]=3)[CH:9]=2)[CH:5]=[N:6][CH:7]=1 |f:2.3|. Procedure details: N-[1-(5″-Bromo-[2,2′;4′,3″]terpyridin-6′-yl)-1-methyl-ethyl]-acetamide (Example 2.97; step1) (1 eq, 0.151 mmol, 62 mg) and SM HCl (20 eq, 3.01 mmol, 0.602 ml) are heated together at 100° C. overnight. The pH of the reaction mixture is adjusted to 8-9 by addition of sodium hydroxide (2M). The solution is dissolved in DCM and washed with water. The combined organic extracts are washed with brine, dried over MgSO4 and concentrated in vacuo to afford the title compound; [M+H]+ 369/371 The reactants are ClC=1C=C(C=C(C1OCCCO)OC)CCC(=O)C=1SC(=C2C1CCC(C2)(C)C)C (3-[3-chloro-4-(3-hydroxy-propoxy)-5-methoxy-phenyl]-1-(3,5,5-trimethyl-4,5,6,7-tetrahydro-benzo[c]thiophen-1-yl)-propan-1-one), CCN(C(C)C)C(C)C (DIPEA), CS(=O)(=O)Cl (methane sulfonylchloride), CS(=O)(=O)Cl (methane sulfonylchloride). Solvent: C(Cl)Cl (DCM), C(Cl)Cl (DCM). Run at temperature 0 celsius, time 30 minute. Product: ClC1=C(OCCCOS(=O)(=O)C)C(=CC(=C1)CCC(C=1SC(=C2C1CCC(C2)(C)C)C)=O)OC (methanesulfonic acid 3-{2-chloro-6-methoxy-4-[3-oxo-3-(3,5,5-trimethyl-4,5,6,7-tetrahydro-benzo[c]thiophen-1-yl)-propyl]-phenoxy}-propyl ester). Isolated yield 97.5%. Reaction SMILES: [Cl:1][C:2]1[CH:3]=[C:4]([CH2:15][CH2:16][C:17]([C:19]2[S:20][C:21]([CH3:30])=[C:22]3[CH2:27][C:26]([CH3:29])([CH3:28])[CH2:25][CH2:24][C:23]=23)=[O:18])[CH:5]=[C:6]([O:13][CH3:14])[C:7]=1[O:8][CH2:9][CH2:10][CH2:11][OH:12].CCN(C(C)C)C(C)C.[CH3:40][S:41](Cl)(=[O:43])=[O:42]>C(Cl)Cl>[Cl:1][C:2]1[CH:3]=[C:4]([CH2:15][CH2:16][C:17](=[O:18])[C:19]2[S:20][C:21]([CH3:30])=[C:22]3[CH2:27][C:26]([CH3:28])([CH3:29])[CH2:25][CH2:24][C:23]=23)[CH:5]=[C:6]([O:13][CH3:14])[C:7]=1[O:8][CH2:9][CH2:10][CH2:11][O:12][S:41]([CH3:40])(=[O:43])=[O:42]. Reported procedure: To a solution of 3-[3-chloro-4-(3-hydroxy-propoxy)-5-methoxy-phenyl]-1-(3,5,5-trimethyl-4,5,6,7-tetrahydro-benzo[c]thiophen-1-yl)-propan-1-one (170 mg, 0.38 mmol) in DCM (10 mL) and DIPEA (0.10 mL, 0.60 mmol) is added methane sulfonylchloride (0.04 mL, 0.45 mmol) at 0° C. The reaction mixture is stirred at 0° C. for 30 min. Another portion of methane sulfonylchloride (0.04 mL, 0.45 mmol) is added and stirring is continued for 20 min. The reaction mixture is diluted with DCM, washed with 0.1 N aq... Reactants: ClC=1C=CC2=C(C(=NCC(N2)=S)C2=C(C=CC=C2F)F)C1 (7-chloro-1,3-dihydro-5-(2,6-difluorophenyl)-2H-1,4-benzodiazepine-2-thione), C(C#CC)N (2-butynylamine). The solvent is O1CCCC1 (tetrahydrofuran). The product is ClC=1C=CC2=C(C(=NCC(=N2)NCC#CC)C2=C(C=CC=C2F)F)C1 (7-chloro-5-(2,6-difluorophenyl)-2-(2-butynylamino)-3H-1,4-benzodiazepine). Reaction SMILES: [Cl:1][C:2]1[CH:3]=[CH:4][C:5]2[NH:11][C:10](=S)[CH2:9][N:8]=[C:7]([C:13]3[C:18]([F:19])=[CH:17][CH:16]=[CH:15][C:14]=3[F:20])[C:6]=2[CH:21]=1.[CH2:22]([NH2:26])[C:23]#[C:24][CH3:25]>O1CCCC1>[Cl:1][C:2]1[CH:3]=[CH:4][C:5]2[N:11]=[C:10]([NH:26][CH2:22][C:23]#[C:24][CH3:25])[CH2:9][N:8]=[C:7]([C:13]3[C:18]([F:19])=[CH:17][CH:16]=[CH:15][C:14]=3[F:20])[C:6]=2[CH:21]=1. Procedure: A mixture of 10.0 g. of 7-chloro-1,3-dihydro-5-(2,6-difluorophenyl)-2H-1,4-benzodiazepine-2-thione (V), 10.0 g. of 2-butynylamine, and 150 ml. of dry tetrahydrofuran is stirred under nitrogen at ambient temperature for about 5 hours and then concentrated in vacuo. The residue thus obtained is recrystallized from methanol to give 7-chloro-5-(2,6-difluorophenyl)-2-(2-butynylamino)-3H-1,4-benzodiazepine. Reactants: COc1cccc(N)c1, N#Cc1cnc2ccc(I)cc2c1Cl. Product: COc1cccc(Nc2c(C#N)cnc3ccc(I)cc23)c1. Reaction SMILES: [CH3:15][O:16][c:17]1[cH:18][c:19]([NH2:20])[cH:21][cH:22][cH:23]1.[Cl:1][c:2]1[c:3]([C:13]#[N:14])[cH:4][n:5][c:6]2[cH:7][cH:8][c:9]([I:12])[cH:10][c:11]12>>[c:2]1([NH:20][c:19]2[cH:18][c:17]([O:16][CH3:15])[cH:23][cH:22][cH:21]2)[c:3]([C:13]#[N:14])[cH:4][n:5][c:6]2[cH:7][cH:8][c:9]([I:12])[cH:10][c:11]12. Procedure: A mixture of 3.66 g (33 mmol) of selenium dioxide, 1 ml of water and 25 ml of dioxane is heated to 60° C. 5.4 g (30 mmol) of 2′,5′-dimethoxyacetophenone are added and the mixture is refluxed for 16 hours. The solvents are evaporated off (orange-coloured oil; 6 g) and the product obtained is purified by flash chromatography (dichloromethane) (3.1 g of yellow oil; 53%). Reactants: [Se](=O)=O (selenium dioxide), O (water), COC1=C(C=C(C=C1)OC)C(C)=O (2′,5′-dimethoxyacetophenone). As a reaction SMILES: [Se](=O)=O.[OH2:4].[CH3:5][O:6][C:7]1[CH:12]=[CH:11][C:10]([O:13][CH3:14])=[CH:9][C:8]=1[C:15](=[O:17])[CH3:16]>O1CCOCC1>[CH3:5][O:6][C:7]1[CH:12]=[CH:11][C:10]([O:13][CH3:14])=[CH:9][C:8]=1[C:15](=[O:17])[CH:16]=[O:4]. Solvent: O1CCOCC1 (dioxane). Yields the product COC1=C(C=C(C=C1)OC)C(C=O)=O ((2,5-dimethoxyphenyl)-2-oxoacetaldehyde). Conditions: temperature 60 celsius. The reactants are C(C)(=O)C1=NC=CC=C1C (2-acetyl-3-methylpyridine), Br.BrCC(=O)C1=NC=CC(=C1)C (2-bromoacetyl-4-methylpyridine hydrobromide). Yields the product Br.BrCC(=O)C1=NC=CC=C1C (2-Bromoacetyl-3-methylpyridine hydrobromide). RXN SMILES: [C:1]([C:4]1[C:9]([CH3:10])=[CH:8][CH:7]=[CH:6][N:5]=1)(=[O:3])[CH3:2].[BrH:11].[Br:12]CC(C1C=C(C)C=CN=1)=O>>[BrH:12].[Br:11][CH2:2][C:1]([C:4]1[C:9]([CH3:10])=[CH:8][CH:7]=[CH:6][N:5]=1)=[O:3] |f:1.2,3.4|. Procedure details: * 2-Bromoacetyl-3-methylpyridine hydrobromide was prepared from 2-acetyl-3-methylpyridine (T. A. Crabb et al., Org. Magn. Reson., 1982, 20, 242) according to the procedure for preparing 2-bromoacetyl-4-methylpyridine hydrobromide described in step 2 of Example 31. The reactants are 142, CN(C(C(C(=O)C)=NO)=O)C (N,N-dimethyl-2-hydroxyiminoacetoacetamide), Formula III, COC1=CC=C(C=C1)N (p-anisidine), C1(=CC=C(C=C1)S(=O)(=O)O)C (p-toluenesulfonic acid). Run in C1(=CC=CC=C1)C (toluene). Product: CN(C(C(C(C)=NC1=CC=C(C=C1)OC)=NO)=O)C (N,N-dimethyl-2-hydroxyimino-3-(4-methoxyphenylimino)butyramide), Formula II. RXN SMILES: [CH3:1][N:2]([CH3:11])[C:3](=[O:10])[C:4](=[N:8][OH:9])[C:5]([CH3:7])=O.[CH3:12][O:13][C:14]1[CH:19]=[CH:18][C:17]([NH2:20])=[CH:16][CH:15]=1.C1(C)C=CC(S(O)(=O)=O)=CC=1>C1(C)C=CC=CC=1>[CH3:1][N:2]([CH3:11])[C:3](=[O:10])[C:4](=[N:8][OH:9])[C:5](=[N:20][C:17]1[CH:18]=[CH:19][C:14]([O:13][CH3:12])=[CH:15][CH:16]=1)[CH3:7]. Procedure details: a mixture of 142 parts of N,N-dimethyl-2-hydroxyiminoacetoacetamide (a compound of Formula III), 1200 parts of toluene, 123 parts of p-anisidine and 1 part of p-toluenesulfonic acid was refluxed overnight in a flask fitted with a Dean-Stark distilling trap and water condenser. Eighteen parts of water were removed in this manner. On cooling, a heavy slurry of solid product precipitated. This was filtered and washed with butyl chloride thereby providing a product which melted at 201.5°-203° C. Rec... The reactants are C1CCOC1, CO, COC(=O)C(C)(C)C(c1ccc(OCc2ccc3ccccc3n2)cc1)c1ccc(OCc2ccc3ccccc3n2)cc1, [Li+], [Li+], [OH-], [OH-], O. Yields the product CC(C)(C(=O)O)C(c1ccc(OCc2ccc3ccccc3n2)cc1)c1ccc(OCc2ccc3ccccc3n2)cc1. As a reaction SMILES: [CH2:1]1[O:2][CH2:3][CH2:4][CH2:5]1.[CH3:55][OH:56].[CH3:6][O:7][C:8]([C:9]([CH:10]([c:11]1[cH:12][cH:13][c:14]([O:17][CH2:18][c:19]2[n:20][c:21]3[cH:22][cH:23][cH:24][cH:25][c:26]3[cH:27][cH:28]2)[cH:15][cH:16]1)[c:29]1[cH:30][cH:31][c:32]([O:35][CH2:36][c:37]2[n:38][c:39]3[cH:40][cH:41][cH:42][cH:43][c:44]3[cH:45][cH:46]2)[cH:33][cH:34]1)([CH3:47])[CH3:48])=[O:49].[Li+:51].[Li+:54].[OH-:50].[OH-:53].[OH2:52]>>[O:7]=[C:8]([C:9]([CH:10]([c:11]1[cH:12][cH:13][c:14]([O:17][CH2:18][c:19]2[n:20][c:21]3[cH:22][cH:23][cH:24][cH:25][c:26]3[cH:27][cH:28]2)[cH:15][cH:16]1)[c:29]1[cH:30][cH:31][c:32]([O:35][CH2:36][c:37]2[n:38][c:39]3[cH:40][cH:41][cH:42][cH:43][c:44]3[cH:45][cH:46]2)[cH:33][cH:34]1)([CH3:47])[CH3:48])[OH:49]. Reactants: [Cl-].[NH4+] (ammonium chloride), BrC1=CC=CC=C1 (bromobenzene), C (charcoal), Grignard reagent, base, C(C)OC(=O)C1CCN(CC1)CC1=CC=CC=C1 (1-(phenylmethyl)-4-piperidinecarboxylic acid ethyl ester), [Mg] (magnesium). Run in C(C)OCC (ethyl ether), O1CCCC1 (tetrahydrofuran), O1CCCC1 (tetrahydrofuran). Run at time 8 hour. Product: C1(=CC=CC=C1)C(O)(C1CCN(CC1)CC1=CC=CC=C1)C1=CC=CC=C1 (α,α-Diphenyl-1-(phenylmethyl)-4-piperidinemethanol). The yield is 77.0%. As a reaction SMILES: Br[C:2]1[CH:7]=[CH:6][CH:5]=[CH:4][CH:3]=1.[Mg].C(O[C:12]([CH:14]1[CH2:19][CH2:18][N:17]([CH2:20][C:21]2[CH:26]=[CH:25][CH:24]=[CH:23][CH:22]=2)[CH2:16][CH2:15]1)=[O:13])C.[Cl-].[NH4+].[CH4:29]>O1CCCC1.C(OCC)C>[C:2]1([C:12]([C:29]2[CH:6]=[CH:7][CH:2]=[CH:3][CH:4]=2)([CH:14]2[CH2:15][CH2:16][N:17]([CH2:20][C:21]3[CH:22]=[CH:23][CH:24]=[CH:25][CH:26]=3)[CH2:18][CH2:19]2)[OH:13])[CH:7]=[CH:6][CH:5]=[CH:4][CH:3]=1 |f:3.4|. Procedure details: A Grignard solution was prepared by the addition of 94.2 g (0.6 mole) of bromobenzene in 250 ml of dry (freshly distilled from lithium aluminum hydride) tetrahydrofuran to a mixture of 12.5 g (0.5 mole) of magnesium chips in 500 ml of dry tetrahydrofuran. After the addition was complete, the mixture was heated at reflux for 15 min to complete formation. To this Grignard reagent at ambient temperature, was added a solution of 44.2 g (0.179 mole) of the base of 1-(phenylmethyl)-4-piperidinecarboxy... Starting materials: NC=1C=C(C(=O)NC2=CC=C(C=C2)Cl)C=CC1OC (3-Amino-4-methoxy-N-(4-chlorophenyl)-benzamide), ClC=1C=C(C=C(C1)Cl)N=C=S (3,5-dichlorophenyl isothiocyanate). Solvent: CN(C)C=O (DMF), O (H2O). Reaction conditions: time 8 hour. Product: ClC1=CC=C(C=C1)NC(C1=CC(=C(C=C1)OC)NC(=S)NC1=CC(=CC(=C1)Cl)Cl)=O (N-(4-Chlorophenyl)-3-[3-(3,5-dichlorophenyl)-thioureido]-4-methoxy-benzamide). The yield is 61.6%. RXN SMILES: [NH2:1][C:2]1[CH:3]=[C:4]([CH:15]=[CH:16][C:17]=1[O:18][CH3:19])[C:5]([NH:7][C:8]1[CH:13]=[CH:12][C:11]([Cl:14])=[CH:10][CH:9]=1)=[O:6].[Cl:20][C:21]1[CH:22]=[C:23]([N:28]=[C:29]=[S:30])[CH:24]=[C:25]([Cl:27])[CH:26]=1>CN(C=O)C.O>[Cl:14][C:11]1[CH:10]=[CH:9][C:8]([NH:7][C:5](=[O:6])[C:4]2[CH:15]=[CH:16][C:17]([O:18][CH3:19])=[C:2]([NH:1][C:29]([NH:28][C:23]3[CH:24]=[C:25]([Cl:27])[CH:26]=[C:21]([Cl:20])[CH:22]=3)=[S:30])[CH:3]=2)=[CH:13][CH:12]=1. Procedure: A mixture of 3-amino-N-(4-chlorophenyl)-4-methoxy-benzamide from Example 2 (1.113 g, 4.02 mmol) and 3,5-dichlorophenyl isothiocyanate (0.820 g, 4.02 mmol) in DMF (10 mL) was allowed to stand at room temperature overnight. The mixture was then diluted with 50 mL H2O and the precipitate collected by filtration and dried. Trituration in first ether then ethyl acetate followed by filtration afforded the product (1.19 g); m.p. 180-185° C.